From a dataset of the Open Reaction Database (ORD), a public repository of structured organic reaction records. describe an organic reaction: reactants, conditions, products, and yield Starting materials: C(C)OC(=O)C1=C(CC2=CC=C(C=O)C=C2)C=CC=C1 (4-(2-ethoxycarbonylbenzyl)benzaldehyde), [Cl-].[Al+3].[Cl-].[Cl-] (aluminum chloride), [BH4-].[Na+] (Sodium borohydride), ice water. The solvent is COCCOCCOC (diglyme), COCCOCCOC (diglyme), COCCOCCOC (diglyme). Reaction conditions: time 1 hour. Yields the product OCC1=C(CC2=CC=C(CO)C=C2)C=CC=C1 (4-(2-hydroxymethylbenzyl)benzyl alcohol). Yield: 84.3%. As a reaction SMILES: [BH4-].[Na+].C([O:5][C:6]([C:8]1[CH:22]=[CH:21][CH:20]=[CH:19][C:9]=1[CH2:10][C:11]1[CH:18]=[CH:17][C:14]([CH:15]=[O:16])=[CH:13][CH:12]=1)=O)C.[Cl-].[Al+3].[Cl-].[Cl-]>COCCOCCOC>[OH:5][CH2:6][C:8]1[CH:22]=[CH:21][CH:20]=[CH:19][C:9]=1[CH2:10][C:11]1[CH:18]=[CH:17][C:14]([CH2:15][OH:16])=[CH:13][CH:12]=1 |f:0.1,3.4.5.6|. Procedure: Sodium borohydride (7.6 g) was added to 200 ml of diglyme, and with stirring at room temperature, a solution of 39.3 g of 4-(2-ethoxycarbonylbenzyl)benzaldehyde in 50 ml of diglyme was added dropwise over the course of 25 minutes. Subsequently, a solution of 9.33 g of anhydrous aluminum chloride in 50 ml of diglyme was added dropwise over the course of 15 minutes. The mixture was stirred at room temperature for 2 hours, and then at 45° to 50° C. for 1 hour. The reaction mixture was poured into a... The reactants are CCN=C=NCCCN(C)C.Cl (EDCI.HCl), C=1C=CC2=C(C1)N=NN2O (HOBT), N1(CCCCCC1)C(=O)N[C@@H](CC(C)C)C(=O)O (N-[(1-perhydroazepinyl)carbonyl]-L-leucine), N[C@H](CC1=CNC2=CC=CC=C12)C(=O)O (DTrp), TEA. Solvent: O (H2O), O (Water), CN(C)C=O (DMF). Reaction conditions: time 4 hour. The product is COC([C@H](NC([C@@H](NC(=O)N1CCCCCC1)CC(C)C)=O)CC1=CNC2=CC=CC=C12)=O (N-[N-[(1-perhydroazepinyl)carbonyl]-L-leucyl]-D-tryptophan methyl ester). RXN SMILES: [N:1]1([C:8]([NH:10][C@H:11]([C:16]([OH:18])=O)[CH2:12][CH:13]([CH3:15])[CH3:14])=[O:9])[CH2:7][CH2:6][CH2:5][CH2:4][CH2:3][CH2:2]1.[NH2:19][C@@H:20]([C:31]([OH:33])=[O:32])[CH2:21][C:22]1[C:30]2[C:25](=[CH:26][CH:27]=[CH:28][CH:29]=2)[NH:24][CH:23]=1.[CH:34]1C=CC2N(O)N=NC=2C=1.CCN=C=NCCCN(C)C.Cl>CN(C=O)C.O>[CH3:34][O:32][C:31](=[O:33])[C@@H:20]([CH2:21][C:22]1[C:30]2[C:25](=[CH:26][CH:27]=[CH:28][CH:29]=2)[NH:24][CH:23]=1)[NH:19][C:16](=[O:18])[C@H:11]([CH2:12][CH:13]([CH3:14])[CH3:15])[NH:10][C:8]([N:1]1[CH2:2][CH2:3][CH2:4][CH2:5][CH2:6][CH2:7]1)=[O:9] |f:3.4|. Procedure details: The compound obtained in (2) (1.08 g) and DTrp-Ome.Hcl (1.02 g) were dissolved in DMF (10 ml), and TEA (0.57 ml), HOBT.H2O (613 mg) and EDCI.HCl (805 mg) were added at 0°~5° C. The reaction mixture was stirred at 0°~5° C. for 1.5 h and at room temperature for 4 h. Water was added to the reaction mixture and the resulting mixture was extracted with ethyl acetate. The combined organic layers were washed with 1N HCl and sat. NaHCO3, dried over MgSO4, filtered, and concentrated under reduced pressur... As a reaction SMILES: [C:18](#[N:19])[c:20]1[c:21]([F:34])[cH:22][c:23]([CH2:24][n:25]2[cH:26][n:27][cH:28][c:29]2[CH:30]=[O:31])[cH:32][cH:33]1.[C:35]([OH:36])(=[O:37])[CH3:38].[CH3:39][OH:40].[ClH:1].[NH2:2][CH2:3][CH2:4][c:5]1[c:6](-[c:11]2[cH:12][c:13]([OH:17])[cH:14][cH:15][cH:16]2)[cH:7][cH:8][cH:9][cH:10]1>>[NH:2]([CH2:3][CH2:4][c:5]1[c:6](-[c:11]2[cH:12][c:13]([OH:17])[cH:14][cH:15][cH:16]2)[cH:7][cH:8][cH:9][cH:10]1)[CH2:30][c:29]1[n:25]([CH2:24][c:23]2[cH:22][c:21]([F:34])[c:20]([C:18]#[N:19])[cH:33][cH:32]2)[cH:26][n:27][cH:28]1. Product: N#Cc1ccc(Cn2cncc2CNCCc2ccccc2-c2cccc(O)c2)cc1F. Starting materials: N#Cc1ccc(Cn2cncc2C=O)cc1F, CC(=O)O, CO, Cl, NCCc1ccccc1-c1cccc(O)c1. The reactants are P(=O)(Cl)(Cl)Cl (Phosphorus oxychloride), C(CCC)N1C(C(=C(C2=CC=CN=C12)O)[N+](=O)[O-])=O (1-n-butyl-4-hydroxy-3-nitro-1,8-naphthyridin-2(1H)-one). The product is C(CCC)N1C(C(=C(C2=CC=CN=C12)Cl)[N+](=O)[O-])=O (1-(n-Butyl)-4-chloro-3-nitro-1,8-naphthyridin-2(1H)-one). The yield is 56.1%. RXN SMILES: P(Cl)(Cl)([Cl:3])=O.[CH2:6]([N:10]1[C:19]2[C:14](=[CH:15][CH:16]=[CH:17][N:18]=2)[C:13](O)=[C:12]([N+:21]([O-:23])=[O:22])[C:11]1=[O:24])[CH2:7][CH2:8][CH3:9]>>[CH2:6]([N:10]1[C:19]2[C:14](=[CH:15][CH:16]=[CH:17][N:18]=2)[C:13]([Cl:3])=[C:12]([N+:21]([O-:23])=[O:22])[C:11]1=[O:24])[CH2:7][CH2:8][CH3:9]. Procedure details: Phosphorus oxychloride (20 ml, 0.21 mol) was added to 2.0 g (7.6 mmol) of 1-n-butyl-4-hydroxy-3-nitro-1,8-naphthyridin-2(1H)-one [J. Heterocyclic Chem., 22, 193 (1985)], and the mixture was heated to reflux for 30 minutes. After cooling to room temperature, the solvent was distilled off under reduced pressure and ice water was added to the resulting residue. The mixture was neutralized with 4N aqueous solution of sodium hydroxide, followed by extraction with chloroform. The organic layer was dri... Starting materials: Cl (HCl), C(CCC)[Li] (n-Butyllithium), BrC1=C(C=C(C=C1)OC)F (1-bromo-2-fluoro-4-methoxybenzene), COB(OC)OC (trimethylborate). Run in C1CCOC1 (THF). Product: FC1=C(C=CC(=C1)OC)B(O)O ((2-fluoro-4-methoxyphenyl)boronic acid). Reaction SMILES: C([Li])CCC.Br[C:7]1[CH:12]=[CH:11][C:10]([O:13][CH3:14])=[CH:9][C:8]=1[F:15].C[O:17][B:18](OC)[O:19]C.Cl>C1COCC1>[F:15][C:8]1[CH:9]=[C:10]([O:13][CH3:14])[CH:11]=[CH:12][C:7]=1[B:18]([OH:19])[OH:17]. Procedure details: n-Butyllithium (1.6 M solution in hexanes, 29.1 mmol, 18.2 mL) was added to 1-bromo-2-fluoro-4-methoxybenzene (24.4 mmol, 5.0 g) in THF (150 mL) at −78° C. under an atmosphere of nitrogen. After stirring for thirty minutes the trimethylborate (95.1 mmol, 10.8 mL) was added over twenty minutes. The reaction was allowed to warm to room temperature overnight while stirring. The solution was then acidified with HCl (3 M, 200 mL), and extracted into EtOAc. The EtOAc was then extracted with NaOH (1 N,... The reactants are CN(C)S(=O)(=O)C1=C(C(=CC=C1)C(=O)OC)CS(=O)(=O)N=C=O (2-[(N,N-Dimethylamino)sulfonyl]-6-(methoxycarbonyl)phenylmethanesulfonyl isocyanate), COC1=NC(=NC(=C1)OC)N (4,6-dimethoxy-2-aminopyrimidine). Run in C(Cl)Cl (methylene chloride). Yields the product COC1=NC(=NC(=C1)OC)NC(=O)NS(=O)(=O)CC1=C(C(=O)OC)C=CC=C1S(=O)(=O)N(C)C (2-[[[(4,6-Dimethoxypyrimidin-2-yl)aminocarbonyl]aminosulfonyl]methyl]-3-(dimethylaminosulfonyl)benzoic acid, methyl ester). Reaction SMILES: [CH3:1][N:2]([S:4]([C:7]1[CH:12]=[CH:11][CH:10]=[C:9]([C:13]([O:15][CH3:16])=[O:14])[C:8]=1[CH2:17][S:18]([N:21]=[C:22]=[O:23])(=[O:20])=[O:19])(=[O:6])=[O:5])[CH3:3].[CH3:24][O:25][C:26]1[CH:31]=[C:30]([O:32][CH3:33])[N:29]=[C:28]([NH2:34])[N:27]=1>C(Cl)Cl>[CH3:24][O:25][C:26]1[CH:31]=[C:30]([O:32][CH3:33])[N:29]=[C:28]([NH:34][C:22]([NH:21][S:18]([CH2:17][C:8]2[C:7]([S:4]([N:2]([CH3:3])[CH3:1])(=[O:6])=[O:5])=[CH:12][CH:11]=[CH:10][C:9]=2[C:13]([O:15][CH3:16])=[O:14])(=[O:20])=[O:19])=[O:23])[N:27]=1. Procedure: A solution of the sulfonyl isocyanate from Example 16 (approximately 1.3 g) and 0.56 g of 4,6-dimethoxy-2-aminopyrimidine in 6 ml methylene chloride was stirred overnight at room temperature. The reaction mixture was then filtered and the filtrate concentrated in vacuo. Trituration of the residue with warm n-butyl chloride/ethyl acetate gave a cream-colored solid. The yield of the title compound, m.p. 175°-180°, was 1.1 g; IR(nujol): 1720, 1730 cm-1 ; NMR(CDCl3 /DMSO-d6): δ 2.8 (6H, s, SO2N(CH3)...